This data is from the Open Reaction Database (ORD), a public repository of structured organic reaction records. The task is: describe an organic reaction: reactants, conditions, products, and yield Starting materials: O=C([O-])[O-], CNCC#N, Cc1ccc(-c2cccc(C=CC(=O)Nc3ccc(CCl)cc3)c2)cc1, Cl, [K+], [K+], CN(C)C=O, O. Product: Cc1ccc(-c2cccc(C=CC(=O)Nc3ccc(CN(C)CC#N)cc3)c2)cc1. RXN SMILES: [C:33](=[O:34])([O-:35])[O-:36].[CH3:28][NH:29][CH2:30][C:31]#[N:32].[Cl:1][CH2:2][c:3]1[cH:4][cH:5][c:6]([NH:9][C:10]([CH:11]=[CH:12][c:13]2[cH:14][c:15](-[c:19]3[cH:20][cH:21][c:22]([CH3:25])[cH:23][cH:24]3)[cH:16][cH:17][cH:18]2)=[O:26])[cH:7][cH:8]1.[ClH:27].[K+:37].[K+:38].[O:40]=[CH:41][N:42]([CH3:43])[CH3:44].[OH2:39]>>[CH2:2]([c:3]1[cH:4][cH:5][c:6]([NH:9][C:10]([CH:11]=[CH:12][c:13]2[cH:14][c:15](-[c:19]3[cH:20][cH:21][c:22]([CH3:25])[cH:23][cH:24]3)[cH:16][cH:17][cH:18]2)=[O:26])[cH:7][cH:8]1)[N:29]([CH3:28])[CH2:30][C:31]#[N:32]. Starting materials: CCCCP(CCCC)CCCC, CCOC(=O)C(Cc1ccc(O)cc1)OCC, CCCCCCC, O=C(N=NC(=O)N1CCCCC1)N1CCCCC1, OCCOC1c2ccccc2CSc2ccccc21, c1ccccc1. Product: CCOC(=O)C(Cc1ccc(OCCOC2c3ccccc3CSc3ccccc32)cc1)OCC. As a reaction SMILES: [CH2:20]([P:21]([CH2:22][CH2:23][CH2:24][CH3:25])[CH2:26][CH2:27][CH2:28][CH3:29])[CH2:30][CH2:31][CH3:32].[CH2:33]([CH3:34])[O:35][C:36]([CH:37]([CH2:38][c:39]1[cH:40][cH:41][c:42]([OH:45])[cH:43][cH:44]1)[O:46][CH2:47][CH3:48])=[O:49].[CH3:74][CH2:75][CH2:76][CH2:77][CH2:78][CH2:79][CH3:80].[N:50]([C:51]([N:52]1[CH2:53][CH2:54][CH2:55][CH2:56][CH2:57]1)=[O:58])=[N:59][C:60]([N:61]1[CH2:62][CH2:63][CH2:64][CH2:65][CH2:66]1)=[O:67].[cH:1]1[cH:2][cH:3][cH:4][c:5]2[c:11]1[CH:10]([O:12][CH2:13][CH2:14][OH:15])[c:9]1[c:8]([cH:19][cH:18][cH:17][cH:16]1)[CH2:7][S:6]2.[cH:68]1[cH:69][cH:70][cH:71][cH:72][cH:73]1>>[cH:1]1[cH:2][cH:3][cH:4][c:5]2[c:11]1[CH:10]([O:12][CH2:13][CH2:14][O:15][c:42]1[cH:41][cH:40][c:39]([CH2:38][CH:37]([C:36]([O:35][CH2:33][CH3:34])=[O:49])[O:46][CH2:47][CH3:48])[cH:44][cH:43]1)[c:9]1[c:8]([cH:19][cH:18][cH:17][cH:16]1)[CH2:7][S:6]2.